Task: describe an organic reaction: reactants, conditions, products, and yield. Dataset: the Open Reaction Database (ORD), a public repository of structured organic reaction records The reactants are C(C)(=O)OC1=C(C=C(C=C1C(C)(C)C)OC(C)=O)C(C)(C)C (1,4-diacetoxy-2,6-di-tert-butylbenzene), O (water), Cl (hydrochloric acid), [OH-].[K+] (potassium hydroxide). Solvent: CO (methanol). Reaction conditions: temperature 20 celsius, time 1.5 hour. The product is C(C)(=O)OC1=C(C=C(C=C1C(C)(C)C)O)C(C)(C)C (4-acetoxy-3,5-di-tert-butylphenol). Reaction SMILES: [C:1]([O:4][C:5]1[C:10]([C:11]([CH3:14])([CH3:13])[CH3:12])=[CH:9][C:8]([O:15]C(=O)C)=[CH:7][C:6]=1[C:19]([CH3:22])([CH3:21])[CH3:20])(=[O:3])[CH3:2].[OH-].[K+].O.Cl>CO>[C:1]([O:4][C:5]1[C:10]([C:11]([CH3:13])([CH3:12])[CH3:14])=[CH:9][C:8]([OH:15])=[CH:7][C:6]=1[C:19]([CH3:22])([CH3:21])[CH3:20])(=[O:3])[CH3:2] |f:1.2|. Procedure: The 1,4-diacetoxy-2,6-di-tert-butylbenzene obtained in Example 11 was dissolved in 60 mL of methanol and the solution was cooled to 20° C.; after adding 3.30 g (50.1 mmol) of potassium hydroxide, the mixture was stirred for 1.5 hours. The mixture was cooled to 10˜15° C. and then 30 mL of water and 12.5 mL of 6 N hydrochloric acid were gradually added. The solution was cooled to 5° C. and stirred for 0.5 hours. The crystal was centrifuged, washed with 10 mL of a methanol/water mixed solvent (meth... As a reaction SMILES: C1(C)C=CC(S([N:10]2[CH2:24][N:23](S(C3C=CC(C)=CC=3)(=O)=O)[CH2:22][CH2:21][N:20](S(C3C=CC(C)=CC=3)(=O)=O)[CH2:19][CH2:18][CH2:17][N:16](S(C3C=CC(C)=CC=3)(=O)=O)[CH2:15][CH2:14][N:13](S(C3C=CC(C)=CC=3)(=O)=O)[CH2:12][CH2:11]2)(=O)=O)=CC=1.OS(O)(=O)=O.[CH2:71](O)[CH3:72]>C(OCC)C>[NH:16]1[CH2:17][CH2:18][CH2:19][NH:20][CH2:21][CH2:22][NH:23][CH2:72][CH2:71][CH2:24][NH:10][CH2:11][CH2:12][NH:13][CH2:14][CH2:15]1. Reaction conditions: temperature 100 celsius, time 72 hour. Procedure: A mixture of 1,4,7,11,14-penta(p-toluenesulfonyl)-1,4,7,11,14-pentaazacyclopentadecane prepared as in Example 11C (26.3 g, 0.0258 mole) and concentrated H2SO4 (80 ml) was heated at 100° C. with stirring under a dry argon atmosphere for 72 h. To the resulting brown solution, ethanol (160 mL) was added dropwise with stirring at 0° C. followed by ethyl ether (400 ml). The resulting tan solid was filtered and dried in vacuo over P2O5. The tarry solid was then dissolved by the addition of 10N NaOH an... The reactants are C1(=CC=C(C=C1)S(=O)(=O)N1CCN(CCN(CCCN(CCN(C1)S(=O)(=O)C1=CC=C(C=C1)C)S(=O)(=O)C1=CC=C(C=C1)C)S(=O)(=O)C1=CC=C(C=C1)C)S(=O)(=O)C1=CC=C(C=C1)C)C (1,4,7,11,14-penta(p-toluenesulfonyl)-1,4,7,11,14-pentaazacyclopentadecane), C(C)O (ethanol), Example 11C, OS(=O)(=O)O (H2SO4). Solvent: C(C)OCC (ethyl ether). Yield: 36.0%. Product: N1CCNCCNCCCNCCNCCC1 (1,4,7,11,14-Pentaazacycloheptadecane). The reactants are CCO, COC(=O)c1cc(C(F)(F)F)cc([N+](=O)[O-])c1C, [Cl-], [NH4+]. Yields the product COC(=O)c1cc(C(F)(F)F)cc(N)c1C. As a reaction SMILES: [CH3:19][CH2:20][OH:21].[CH3:1][c:2]1[c:3]([C:4](=[O:5])[O:6][CH3:7])[cH:8][c:9]([C:15]([F:16])([F:17])[F:18])[cH:10][c:11]1[N+:12]([O-:13])=[O:14].[Cl-:22].[NH4+:23]>>[CH3:1][c:2]1[c:3]([C:4](=[O:5])[O:6][CH3:7])[cH:8][c:9]([C:15]([F:16])([F:17])[F:18])[cH:10][c:11]1[NH2:12]. Reactants: CC(C)(C)C1=NC(=NC(=C1OCOCCOC)C(C)(C)C)C(=O)NN (4,6-Bis(1,1-dimethylethyl)-5-[(2-methoxyethoxy)methoxy]-2-pyrimidine carboxylic acid hydrazide), [OH-].[K+] (KOH), C(=S)=S (carbon disulfide). Solvent: CO (MeOH). Conditions: time 30 minute. Yields the product CC(C)(C)C1=NC(=NC(=C1O)C(C)(C)C)C1=NNC(O1)=S (5-[ 4,6-bis (1,1-dimethylethyl) -5-hydroxy-2-pyrimidinyl ]-1,3,4-oxadiazole-2(3H )-thione). Isolated yield 8.9%. As a reaction SMILES: [CH3:1][C:2]([C:5]1[C:10]([O:11]COCCOC)=[C:9]([C:18]([CH3:21])([CH3:20])[CH3:19])[N:8]=[C:7]([C:22]([NH:24][NH2:25])=[O:23])[N:6]=1)([CH3:4])[CH3:3].[OH-].[K+].[C:28](=[S:30])=S>CO>[CH3:4][C:2]([C:5]1[C:10]([OH:11])=[C:9]([C:18]([CH3:20])([CH3:19])[CH3:21])[N:8]=[C:7]([C:22]2[O:23][C:28](=[S:30])[NH:25][N:24]=2)[N:6]=1)([CH3:1])[CH3:3] |f:1.2|. Procedure: 4,6-Bis(1,1-dimethylethyl)-5-[(2-methoxyethoxy)methoxy]-2-pyrimidine carboxylic acid hydrazide (0.9 g, 2.5 moles), KOH (0.16 g, 2.8 moles), and carbon disulfide (0.44 g, 5.8 mmoles) are dissolved in 20 mL of MeOH. The reaction mixture is warmed to reflux under argon for 24 hours. It is cooled to room temperature, quenched with 150 mL of 10% HOAc/H2O, and extracted with ether (3×100 mL). The ether extract is washed with brine (3×100 mL) and evaporated. The oil remaining is taken up in 20 mL of TF... Starting materials: [BH4-], CO, Cl, [Na+], CC(C)(C)OC(=O)N1CC2C(=O)CCC(c3ccccc3)(c3ccccc3)C2C1. The product is CC(C)(C)OC(=O)N1CC2C(O)CCC(c3ccccc3)(c3ccccc3)C2C1. RXN SMILES: [BH4-:1].[CH3:33][OH:34].[ClH:32].[Na+:2].[c:3]1([C:9]2([c:26]3[cH:27][cH:28][cH:29][cH:30][cH:31]3)[CH2:10][CH2:11][C:12](=[O:25])[CH:13]3[CH2:14][N:15]([C:18](=[O:19])[O:20][C:21]([CH3:22])([CH3:23])[CH3:24])[CH2:16][CH:17]23)[cH:4][cH:5][cH:6][cH:7][cH:8]1>>[c:3]1([C:9]2([c:26]3[cH:27][cH:28][cH:29][cH:30][cH:31]3)[CH2:10][CH2:11][CH:12]([OH:25])[CH:13]3[CH2:14][N:15]([C:18](=[O:19])[O:20][C:21]([CH3:22])([CH3:23])[CH3:24])[CH2:16][CH:17]23)[cH:4][cH:5][cH:6][cH:7][cH:8]1.